The task is: describe an organic reaction: reactants, conditions, products, and yield. This data is from the Open Reaction Database (ORD), a public repository of structured organic reaction records. Reactants: FC(C1=C(C=CC=C1)[Mg]Br)(F)F (2-(trifluoromethyl)phenylmagnesium bromide), C(C1=CC=C(C=C1)OC)=O (p-anisaldehyde), FC(C1=C(C(C2=CC=CC=C2)O)C=CC(=C1)Cl)(F)F (2-(trifluoromethyl)-4-chlorobenzhydrol). The product is FC(C1=C(C(C2=CC=C(C=C2)OC)O)C=CC=C1)(F)F (2-(trifluoromethyl)-4′-methoxybenzhydrol). RXN SMILES: [F:1][C:2]([F:12])([F:11])[C:3]1[CH:8]=[CH:7][CH:6]=[CH:5][C:4]=1[Mg]Br.[CH:13](=[O:22])[C:14]1[CH:19]=[CH:18][C:17]([O:20][CH3:21])=[CH:16][CH:15]=1.FC(F)(F)C1C=C(Cl)C=CC=1C(O)C1C=CC=CC=1>>[F:1][C:2]([F:12])([F:11])[C:3]1[CH:8]=[CH:7][CH:6]=[CH:5][C:4]=1[CH:13]([OH:22])[C:14]1[CH:19]=[CH:18][C:17]([O:20][CH3:21])=[CH:16][CH:15]=1. Reported procedure: This material was prepared from 2-(trifluoromethyl)phenylmagnesium bromide (16 mmol) and p-anisaldehyde (1.86 mL, 15 mmol) using the procedure described for compound (96) (4.34 g, 100%). Product: Cc1c(Cn2c(C(F)F)nc3c(C(=O)O)cc(N4CCOCC4)cc32)cccc1C(F)(F)F. The reactants are C1CCOC1, COC(=O)c1cc(N2CCOCC2)cc2c1nc(C(F)F)n2Cc1cccc(C(F)(F)F)c1C, [Li+], [OH-]. Reaction SMILES: [CH2:37]1[O:38][CH2:39][CH2:40][CH2:41]1.[F:1][CH:2]([c:3]1[n:4][c:5]2[c:6]([n:7]1[CH2:8][c:9]1[c:10]([CH3:19])[c:11]([C:15]([F:16])([F:17])[F:18])[cH:12][cH:13][cH:14]1)[cH:20][c:21]([N:28]1[CH2:29][CH2:30][O:31][CH2:32][CH2:33]1)[cH:22][c:23]2[C:24](=[O:25])[O:26][CH3:27])[F:34].[Li+:36].[OH-:35]>>[F:1][CH:2]([c:3]1[n:4][c:5]2[c:6]([n:7]1[CH2:8][c:9]1[c:10]([CH3:19])[c:11]([C:15]([F:16])([F:17])[F:18])[cH:12][cH:13][cH:14]1)[cH:20][c:21]([N:28]1[CH2:29][CH2:30][O:31][CH2:32][CH2:33]1)[cH:22][c:23]2[C:24](=[O:25])[OH:26])[F:34]. Starting materials: COC(CC1CCc2c(Cl)cccc2C1=NN(C)C)OC, CCOC(C)=O, Cl[Cu]Cl, O=P([O-])([O-])[O-], C1CCOC1, O, O. Product: COC(CC1CCc2c(Cl)cccc2C1=O)OC. Reaction SMILES: [CH3:1][O:2][CH:3]([CH2:4][CH:5]1[C:6](=[N:16][N:17]([CH3:18])[CH3:19])[c:7]2[cH:8][cH:9][cH:10][c:11]([Cl:15])[c:12]2[CH2:13][CH2:14]1)[O:20][CH3:21].[CH3:22][CH2:23][O:24][C:25](=[O:26])[CH3:27].[Cu:40]([Cl:41])[Cl:42].[O-:33][P:34](=[O:35])([O-:36])[O-:37].[O:28]1[CH2:29][CH2:30][CH2:31][CH2:32]1.[OH2:38].[OH2:39]>>[CH3:1][O:2][CH:3]([CH2:4][CH:5]1[C:6](=[O:24])[c:7]2[cH:8][cH:9][cH:10][c:11]([Cl:15])[c:12]2[CH2:13][CH2:14]1)[O:20][CH3:21]. Starting materials: COC=1C=C(OC(C(=O)OCC)C(=O)C(=O)OCC)C=CC1Br (Diethyl 3-methoxy-4-bromophenoxyoxalacetate), S(O)(O)(=O)=O (sulphuric acid). The solvent is ice water. Product: BrC1=CC2=C(OC(=C2C(=O)OCC)C(=O)OCC)C=C1OC (Diethyl 5-bromo-6-methoxybenzo[b]furan-2,3-dicarboxylate). Isolated yield 44.3%. RXN SMILES: [CH3:1][O:2][C:3]1[CH:4]=[C:5]([CH:20]=[CH:21][C:22]=1[Br:23])[O:6][CH:7]([C:13]([C:15]([O:17][CH2:18][CH3:19])=[O:16])=O)[C:8]([O:10][CH2:11][CH3:12])=[O:9].S(=O)(=O)(O)O>>[Br:23][C:22]1[C:3]([O:2][CH3:1])=[CH:4][C:5]2[O:6][C:7]([C:8]([O:10][CH2:11][CH3:12])=[O:9])=[C:13]([C:15]([O:17][CH2:18][CH3:19])=[O:16])[C:20]=2[CH:21]=1. Procedure details: Diethyl 3-methoxy-4-bromophenoxyoxalacetate (D10) (7.8 g, 20 mmoles) was stirred with concentrated sulphuric acid (50 ml) for 30 mins. The mixture was then poured into ice water (500 ml) and extracted with diethyl ether (250 ml). The organics were washed with saturated aqueous sodium bicarbonate, dried (Na2SO4) and evaporated to dryness. Flash chromatography on TLC silica gel eluting with dichloromethane gave the title compound (D11) (3.29 g, 44%) Reactants: C(C)NC(=O)C1=NC(=CC=C1)C1=CC=C(C=C1)C(C(C)C)(C=1N=CN(C1)C(C1=CC=CC=C1)(C1=CC=CC=C1)C1=CC=CC=C1)O (N-ethyl-6-{4-[1-hydroxy-2-methyl-1-(1-trityl-1H-imidazol-4-yl)propyl]phenyl}-2-pyridinecarboxamide), Cl.N1=CC=CC=C1 (pyridine hydrochloride). Yields the product C(C)NC(=O)C1=NC(=CC=C1)C1=CC=C(C=C1)C(C(C)C)(C=1N=CNC1)O (N-ethyl-6-{4-[1-hydroxy-1-(1H-imidazol-4-yl)-2-methylpropyl]phenyl}-2-pyridinecarboxamide). Yield: 51.2%. As a reaction SMILES: [CH2:1]([NH:3][C:4]([C:6]1[CH:11]=[CH:10][CH:9]=[C:8]([C:12]2[CH:17]=[CH:16][C:15]([C:18]([OH:46])([C:22]3[N:23]=[CH:24][N:25](C(C4C=CC=CC=4)(C4C=CC=CC=4)C4C=CC=CC=4)[CH:26]=3)[CH:19]([CH3:21])[CH3:20])=[CH:14][CH:13]=2)[N:7]=1)=[O:5])[CH3:2].Cl.N1C=CC=CC=1>>[CH2:1]([NH:3][C:4]([C:6]1[CH:11]=[CH:10][CH:9]=[C:8]([C:12]2[CH:17]=[CH:16][C:15]([C:18]([OH:46])([C:22]3[N:23]=[CH:24][NH:25][CH:26]=3)[CH:19]([CH3:21])[CH3:20])=[CH:14][CH:13]=2)[N:7]=1)=[O:5])[CH3:2] |f:1.2|. Procedure details: By the reaction in the same manner as in Example 4-(iii) using N-ethyl-6-{4-[1-hydroxy-2-methyl-1-(1-trityl-1H-imidazol-4-yl)propyl]phenyl}-2-pyridinecarboxamide (1.82 g) and pyridine hydrochloride (570 mg), the title compound (560 mg) was obtained as colorless powder crystals. Starting materials: C(CCCCCCC\C=C/CCCCCCCC)(=O)N (Oleic acid amide), C(CCCCCCCCCCC\C=C/CCCCCCCC)(=O)N (Erucic acid amide). Product: C(CCCCCCCCCCCCCCCCC)(=O)N (Stearic acid amide). As a reaction SMILES: [C:1]([NH2:20])(=[O:19])[CH2:2][CH2:3][CH2:4][CH2:5][CH2:6][CH2:7][CH2:8]/[CH:9]=[CH:10]\[CH2:11][CH2:12][CH2:13][CH2:14][CH2:15][CH2:16][CH2:17][CH3:18].C(N)(=O)CCCCCCCCCCC/C=C\CCCCCCCC>>[C:1]([NH2:20])(=[O:19])[CH2:2][CH2:3][CH2:4][CH2:5][CH2:6][CH2:7][CH2:8][CH2:9][CH2:10][CH2:11][CH2:12][CH2:13][CH2:14][CH2:15][CH2:16][CH2:17][CH3:18]. Procedure: Oleic acid amide lubricant ##STR1## "ALFLOW E-10" (Nippon Oil and Fats Co., Ltd.) Erucic acid amide lubricant ##STR2## "ALFLOW P-10" (Nippon Oil and Fats Co., Ltd.)